This data is from the Open Reaction Database (ORD), a public repository of structured organic reaction records. The task is: describe an organic reaction: reactants, conditions, products, and yield Starting materials: NC1=C(C=C(C=C1)N)[N+](=O)[O-] (1,4-diamino-2-nitrobenzene), [Cl-].C(C)OC(CC(=O)O)=O (malonic acid monoethylester chloride). The solvent is C1=CC=CC=C1 (benzene). The product is C(C)OC(=O)CC(=O)NC1=C(C=C(C=C1)NC(CC(=O)OCC)=O)[N+](=O)[O-] (1,4-Bis-(ω-ethoxycarbonyl-acetylamino)-2-nitrobenzene). Reaction SMILES: [NH2:1][C:2]1[CH:7]=[CH:6][C:5]([NH2:8])=[CH:4][C:3]=1[N+:9]([O-:11])=[O:10].[Cl-].[CH2:13]([O:15][C:16](=[O:21])[CH2:17][C:18](O)=[O:19])[CH3:14]>C1C=CC=CC=1>[CH2:13]([O:15][C:16]([CH2:17][C:18]([NH:1][C:2]1[CH:7]=[CH:6][C:5]([NH:8][C:18](=[O:19])[CH2:17][C:16]([O:15][CH2:13][CH3:14])=[O:21])=[CH:4][C:3]=1[N+:9]([O-:11])=[O:10])=[O:19])=[O:21])[CH3:14] |f:1.2|. Procedure details: 15.3 gm (0.1 mol) of 1,4-diamino-2-nitrobenzene were heated in 160 ml of absolute benzene together with 30.1 gm (0.2 mol) of malonic acid monoethylester chloride for 31/2 hours at refluxing. After cooling the precipitate was suctioned off and recrystallized twice from isopropanol. The product had a melting point of 96°-97°C. The reactants are C(#N)N=C(OC)C1=NC=CC=C1 (Methyl N-cyano-2-pyridinecarboximidate), ClC1=CC=C(CCN)C=C1 (4-chlorophenethylamine). Run in CO (methanol). Reaction conditions: time 30 minute. Yields the product C(#N)NC(=NCCC1=CC=C(C=C1)Cl)C1=NC=CC=C1 (N-cyano-N'-[2-(4-chlorophenyl)ethyl]-2-pyridinecarboximidamide). Yield: 48.4%. RXN SMILES: [C:1]([N:3]=[C:4]([C:7]1[CH:12]=[CH:11][CH:10]=[CH:9][N:8]=1)OC)#[N:2].[Cl:13][C:14]1[CH:22]=[CH:21][C:17]([CH2:18][CH2:19][NH2:20])=[CH:16][CH:15]=1>CO>[C:1]([NH:3][C:4]([C:7]1[CH:12]=[CH:11][CH:10]=[CH:9][N:8]=1)=[N:20][CH2:19][CH2:18][C:17]1[CH:21]=[CH:22][C:14]([Cl:13])=[CH:15][CH:16]=1)#[N:2]. Procedure details: Methyl N-cyano-2-pyridinecarboximidate (0.50 g, 3.1 mmol) was dissolved in methanol (10 ml), 4-chlorophenethylamine (0.53 g, 3.4 mmol) was added, and the resulting mixture was stirred at room temperature for 30 minutes. After the reaction was completed, the reaction solution was concentrated under reduced pressure, and the residue thus obtained was crystallized from dichloromethane-diethyl ether to give the title compound (0.43 g, 1.5 mmol, yield: 49%) as colorless needles. Starting materials: NC1=NC(=CC=C1N)Cl (2,3-Diamino-6-chloropyridine), FC1=CC=C(C(=O)O)C=C1 (4-fluorobenzoic acid), polyphosphoric acid. Yields the product ClC1=CC=C2C(=N1)N=C(N2)C2=CC=C(C=C2)F (5-Chloro-2-(4-fluorophenyl)imidazo[4,5-b]pyridine). Yield: 46.6%. As a reaction SMILES: [NH2:1][C:2]1[C:7]([NH2:8])=[CH:6][CH:5]=[C:4]([Cl:9])[N:3]=1.[F:10][C:11]1[CH:19]=[CH:18][C:14]([C:15](O)=O)=[CH:13][CH:12]=1>>[Cl:9][C:4]1[N:3]=[C:2]2[N:1]=[C:15]([C:14]3[CH:18]=[CH:19][C:11]([F:10])=[CH:12][CH:13]=3)[NH:8][C:7]2=[CH:6][CH:5]=1. Reported procedure: 2,3-Diamino-6-chloropyridine (Davos-Bulk supplier, 2.25 g 15.6 mmol) and 4-fluorobenzoic acid (2.62 g 18.7 mmol) are treated with polyphosphoric acid (56.4 g) at 150° C. for 6 h. The reaction mixture is poured on ice-water/NH3conc. and extracted with ethyl acetate three times. The combined organic phases are dried over Na2SO4, filtered and evaporated to dryness to yield the crude product, which is purified by recrystallisation from ethyl acetate/tert.butyl methyl ether to yield the title compoun... Starting materials: C(C)(C)(C)[Si](C)(C)O[C@H]1CCC[C@@]2([C@H](CCC[C@@H]12)[C@@H](CC=C(Br)Br)C)C (tert-butyl-[(1S,4aR,5R,8aR)-5-((R)-4,4-dibromo-1-methyl-but-3-enyl)-4a-methyl-decahydro-naphthalen-1-yloxy]-dimethyl-silane), [C-]#[C-] (acetylide), [Li]CCCC (nBuLi), CC(=O)C (acetone). The solvent is C1CCOC1 (THF), C1CCOC1 (THF). Yields the product C(C)(C)(C)[Si](O[C@@H]1[C@@H]2CCC[C@@H]([C@]2(CCC1)C)[C@@H](CC#CC(C)(O)C)C)(C)C ((R)-6-[(1R,4aR,5S,8aR)-5-(tert-Butyl-dimethyl-silanyloxy)-8a-methyl-decahydro-naphthalen-1-yl]-2-methyl-hept-3-yn-2-ol). Isolated yield 79.1%. RXN SMILES: [C:1]([Si:5]([O:8][C@@H:9]1[C@H:18]2[C@@:13]([CH3:26])([C@@H:14]([C@H:19]([CH3:25])[CH2:20][CH:21]=[C:22](Br)Br)[CH2:15][CH2:16][CH2:17]2)[CH2:12][CH2:11][CH2:10]1)([CH3:7])[CH3:6])([CH3:4])([CH3:3])[CH3:2].[Li]CCCC.[CH3:32][C:33]([CH3:35])=[O:34].[C-]#[C-]>C1COCC1>[C:1]([Si:5]([CH3:7])([CH3:6])[O:8][C@H:9]1[CH2:10][CH2:11][CH2:12][C@@:13]2([CH3:26])[C@H:18]1[CH2:17][CH2:16][CH2:15][C@@H:14]2[C@H:19]([CH3:25])[CH2:20][C:21]#[C:22][C:33]([CH3:35])([OH:34])[CH3:32])([CH3:4])([CH3:3])[CH3:2]. Procedure details: 3.05 g (6.00 mmol) of tert-butyl-[(1S,4aR,5R,8aR)-5-((R)-4,4-dibromo-1-methyl-but-3-enyl)-4a-methyl-decahydro-naphthalen-1-yloxy]-dimethyl-silane was dissolved in 35 ml of abs. THF and cooled down to -78°. 11.6 ml of nBuLi (1.55M, hexane) was slowly added and the temperature maintained for 1 h. 2.15 ml (29.3 mmol) of acetone, dissolved in 5 ml of abs. THF, was then added to the resultant acetylide-solution and allowed to react for 30 minutes. The reaction was quenched by pouring onto crushed ice... Reactants: CN1N=C(C(=C1)N1C(N(C=2C=NC=3C=CC(=CC3C21)B2OC(C(O2)(C)C)(C)C)C)=O)C (1-(1,3-dimethyl-1H-pyrazol-4-yl)-3-methyl-8-(4,4,5,5-tetramethyl-[1,3,2]dioxaborolan-2-yl)-1,3-dihydro-imidazo[4,5-c]quinolin-2-one), BrC1=NC=CC=C1 (2-bromopyridine). Yields the product CN1N=C(C(=C1)N1C(N(C=2C=NC=3C=CC(=CC3C21)C2=NC=CC=C2)C)=O)C (1-(1,3-Dimethyl-1H-pyrazol-4-yl)-3-methyl-8-pyridin-2-yl-1,3-dihydro-imidazo[4,5-c]quinolin-2-one). As a reaction SMILES: [CH3:1][N:2]1[CH:6]=[C:5]([N:7]2[C:19]3[C:18]4[CH:17]=[C:16](B5OC(C)(C)C(C)(C)O5)[CH:15]=[CH:14][C:13]=4[N:12]=[CH:11][C:10]=3[N:9]([CH3:29])[C:8]2=[O:30])[C:4]([CH3:31])=[N:3]1.Br[C:33]1[CH:38]=[CH:37][CH:36]=[CH:35][N:34]=1>>[CH3:1][N:2]1[CH:6]=[C:5]([N:7]2[C:19]3[C:18]4[CH:17]=[C:16]([C:33]5[CH:38]=[CH:37][CH:36]=[CH:35][N:34]=5)[CH:15]=[CH:14][C:13]=4[N:12]=[CH:11][C:10]=3[N:9]([CH3:29])[C:8]2=[O:30])[C:4]([CH3:31])=[N:3]1. Procedure: The title compound was synthesized in a similar manner as described in Example 112 using 1-(1,3-dimethyl-1H-pyrazol-4-yl)-3-methyl-8-(4,4,5,5-tetramethyl-[1,3,2]dioxaborolan-2-yl)-1,3-dihydro-imidazo[4,5-c]quinolin-2-one (Stage 114.1.1, 34.5 mg, 0.082 mmol) and 2-bromopyridine (Aldrich, Buchs, Switzerland, 0.011 ml, 0.114 mmol) to give the title compound as a white solid. (HPLC: tR 2.25 min (Method A); M+H=371 MS-ES; 1H-NMR (d6-DMSO, 400 MHz) 8.98 (s, 1H), 8.67-8.61 (m, 1H), 8.30-8.24 (m, 1H), 8... Starting materials: FC1=CC(=C(N)C=C1)C (4-fluoro-2-methylaniline), C1N(CCC2=CC=CC=C12)C1(C=2C(=NC=N1)C=CC2)Cl (4-(1,2,3,4-tetrahydroisoquinolin-2-yl)-4-chlorocyclopenta[d]pyrimidine). Solvent: CN(C=O)C (dimethylformamide). Yields the product Cl.CC1=C(C=CC(=C1)F)NC1(N=CC=2C(=N1)C=CC2)N2CC1=CC=CC=C1CC2 (2-(2-Methyl-4-fluorophenylamino)-2-(1,2,3,4-tetrahydroisoquinolin-2-yl)cyclopenta[d]pyrimidine hydrochloride). Isolated yield 75.6%. RXN SMILES: [F:1][C:2]1[CH:8]=[CH:7][C:5]([NH2:6])=[C:4]([CH3:9])[CH:3]=1.[CH2:10]1[C:19]2[C:14](=[CH:15][CH:16]=[CH:17][CH:18]=2)[CH2:13][CH2:12][N:11]1[C:20]1([Cl:29])[N:25]=[CH:24]N=C2C=CC=C12>CN(C)C=O>[ClH:29].[CH3:9][C:4]1[CH:3]=[C:2]([F:1])[CH:8]=[CH:7][C:5]=1[NH:6][C:20]1([N:11]2[CH2:12][CH2:13][C:14]3[C:19](=[CH:18][CH:17]=[CH:16][CH:15]=3)[CH2:10]2)[N:25]=[C:24]2[CH:8]=[CH:2][CH:3]=[C:4]2[CH:5]=[N:6]1 |f:3.4|. Procedure details: After 4-fluoro-2-methylaniline(0.25 ml, 2.20 mmol) was added to a mixture solution of 4-(1,2,3,4-tetrahydroisoquinolin-2-yl)-4-chlorocyclopenta[d]pyrimidine(0.58 g, 2.0 mmol) and dimethylformamide(5 ml), 0.34 g of the titled compound was obtained in accordance with the same procedure as in Step 2 of Example 1.